From a dataset of the Open Reaction Database (ORD), a public repository of structured organic reaction records. describe an organic reaction: reactants, conditions, products, and yield The reactants are C(#N)CCC(C=CC(=O)OCC)(C1=CC=CC=C1)C1=CC=CC=C1 (ethyl 6-cyano-4,4-diphenyl-hex-2-enoate). The reagents and catalysts are [Pd] (Pd/C). Solvent: C(C)O (ethanol). The product is C(#N)CCC(CCC(=O)OCC)(C1=CC=CC=C1)C1=CC=CC=C1 (Ethyl 6-cyano-4.4-diphenyl-hexanoate). Yield: 87.8%. RXN SMILES: [C:1]([CH2:3][CH2:4][C:5]([C:19]1[CH:24]=[CH:23][CH:22]=[CH:21][CH:20]=1)([C:13]1[CH:18]=[CH:17][CH:16]=[CH:15][CH:14]=1)[CH:6]=[CH:7][C:8]([O:10][CH2:11][CH3:12])=[O:9])#[N:2]>C(O)C.[Pd]>[C:1]([CH2:3][CH2:4][C:5]([C:19]1[CH:24]=[CH:23][CH:22]=[CH:21][CH:20]=1)([C:13]1[CH:18]=[CH:17][CH:16]=[CH:15][CH:14]=1)[CH2:6][CH2:7][C:8]([O:10][CH2:11][CH3:12])=[O:9])#[N:2]. Reported procedure: A solution of ethyl 6-cyano-4,4-diphenyl-hex-2-enoate (22.06 g) in ethanol (500 mL) was hydrogenated in the presence of 10% Pd/C (2.2 g) under 4 atmospheric pressure for 17 hr. The catalyst was filtered and the filtrate was concentrated in vacuo. The residue was purified by a silica gel column chromatography eluting with (95:5) hexane/ethyl acetate. The desired product (19.49 g) was obtained as colorless oil: MS showed (M+NH4)+ @ 339; 1H-NMR (CDCl3, δ): 1.20-1.25 (t, 3H), 1.95-2.06 (m, 4H), 2.38... The reagents and catalysts are [Pd] (Pd-C). Reactants: COC1=CC=C(C=C1)C(O)C1=CC(=C(C(=C1)OC)OC)OC (4-Methoxyphenyl-(3,4,5-trimethoxyphenyl)methanol). Procedure: A solution of 28 (304 mg, 1 mmol) in EtOAc (20 mL) was hydrogenated at 60 psi in the presence of 10% Pd-C (60 mg) for 12 h. The solution was filtered, and solvents were evaporated. The crude product was purified by crystallization from EtOAc and hexane (183 mg, 60%); mp 66°-67° C.; 1H NMR (CDCl3, 200 MHz) δ7.12 (d, J=8.5 Hz, 2H), 6.85 (d, J=8.5 Hz, 2H), 6.39 (s, 2H), 3.87 (s, 2H), 3.82 (s, 3H), 3.81 (s, 6H), 3.79 (s, 3H); CIMS (isobutane) m/e 289 (MH+, 100). Anal. (C17H20O4) C, H. Run in CCOC(=O)C (EtOAc). Yields the product COC1=CC=C(C=C1)CC1=CC(=C(C(=C1)OC)OC)OC (4-Methoxyphenyl-(3,4,5-trimethoxyphenyl)methane). Reaction SMILES: [CH3:1][O:2][C:3]1[CH:8]=[CH:7][C:6]([CH:9]([C:11]2[CH:16]=[C:15]([O:17][CH3:18])[C:14]([O:19][CH3:20])=[C:13]([O:21][CH3:22])[CH:12]=2)O)=[CH:5][CH:4]=1>CCOC(C)=O.[Pd]>[CH3:1][O:2][C:3]1[CH:8]=[CH:7][C:6]([CH2:9][C:11]2[CH:12]=[C:13]([O:21][CH3:22])[C:14]([O:19][CH3:20])=[C:15]([O:17][CH3:18])[CH:16]=2)=[CH:5][CH:4]=1. Starting materials: ClC1=CC(=C(C=C1OC1CCCC1)NC(OCC)=O)F (Ethyl N-(4-chloro-5-cyclopentyloxy-2-fluorophenyl)carbamate), OC(C(=O)OC)C(C)(C)OC (methyl 2-hydroxy-3-methoxy-3-methylbutanoate), stannous acetate. Run in CCCCCC (hexane). Conditions: temperature 195 celsius. Product: ClC1=CC(=C(C=C1OC1CCCC1)N1C(OC(C1=O)=C(C)C)=O)F (3-(4-chloro-5-cyclopentyloxy-2-fluorophenyl)-5-isopropylidene-1,3-oxazolidine-2,4-dione). The yield is 21.3%. As a reaction SMILES: [Cl:1][C:2]1[C:7]([O:8][CH:9]2[CH2:13][CH2:12][CH2:11][CH2:10]2)=[CH:6][C:5]([NH:14][C:15](=O)[O:16]CC)=[C:4]([F:20])[CH:3]=1.[OH:21][CH:22]([C:27](OC)([CH3:29])[CH3:28])[C:23]([O:25]C)=O>CCCCCC>[Cl:1][C:2]1[C:7]([O:8][CH:9]2[CH2:10][CH2:11][CH2:12][CH2:13]2)=[CH:6][C:5]([N:14]2[C:23](=[O:25])[C:22](=[C:27]([CH3:28])[CH3:29])[O:21][C:15]2=[O:16])=[C:4]([F:20])[CH:3]=1. Reported procedure: Ethyl N-(4-chloro-5-cyclopentyloxy-2-fluorophenyl)carbamate (2.00 g, 6.63 mmol), methyl 2-hydroxy-3-methoxy-3-methylbutanoate (2.69 g, 16.6 mmol) and stannous acetate (0.20 g) were introduced into a two-necked eggplant type flask (50 cc) equipped with a Dean Stark and heated at 195° C. for 3 hours with stirring. After completion of the reaction, hexane (10 mL) was added, and the insolubles were filtered off. The filtrate was concentrated under reduced pressure, and the resulting oily substance w...